From a dataset of the Open Reaction Database (ORD), a public repository of structured organic reaction records. describe an organic reaction: reactants, conditions, products, and yield Starting materials: NC(=S)N (Thiourea), ClCC(CCCCC(=O)OC)=O (methyl 7-chloro-6-oxoheptanoate). Run in C(C)O (ethanol). Conditions: temperature 20 celsius, time 20 hour. The product is NC=1SC=C(N1)CCCCC(=O)OC (methyl 5-(2-aminothiazol-4-yl)valerate). Isolated yield 70.2%. RXN SMILES: [NH2:1][C:2]([NH2:4])=[S:3].Cl[CH2:6][C:7](=O)[CH2:8][CH2:9][CH2:10][CH2:11][C:12]([O:14][CH3:15])=[O:13]>C(O)C>[NH2:1][C:2]1[S:3][CH:6]=[C:7]([CH2:8][CH2:9][CH2:10][CH2:11][C:12]([O:14][CH3:15])=[O:13])[N:4]=1. Procedure details: Thiourea (15.7 g) and methyl 7-chloro-6-oxoheptanoate (39.7 g) are mixed in ethanol (200 cc). The mixture is stirred for 20 hours at a temperature of about 20° C.; gradual dissolution of the reactants is observed. The solution is concentrated to dryness under reduced pressure (25 mm Hg; 3.3 kPa) at 40° C. The residue is stirred in a mixture of methylene chloride (250 cc) and N sodium hydroxide solution (250 cc). The insoluble product is filtered off, washed with water and recrystallised by disso... Starting materials: CCCCCC, ClCCl, O=S(=O)(Cl)Cl, CCOc1cc(O)cc2c1C(=O)N(CSc1ccccc1)S2(=O)=O. The product is CCOc1cc(O)cc2c1C(=O)N(CCl)S2(=O)=O. RXN SMILES: [CH3:30][CH2:31][CH2:32][CH2:33][CH2:34][CH3:35].[Cl:36][CH2:37][Cl:38].[S:25]([Cl:26])(=[O:27])([Cl:28])=[O:29].[c:1]1([S:2][CH2:8][N:9]2[S:10](=[O:11])(=[O:12])[c:13]3[cH:14][c:15]([OH:24])[cH:16][c:17]([O:21][CH2:22][CH3:23])[c:18]3[C:19]2=[O:20])[cH:3][cH:4][cH:5][cH:6][cH:7]1>>[CH2:8]([N:9]1[S:10](=[O:11])(=[O:12])[c:13]2[cH:14][c:15]([OH:24])[cH:16][c:17]([O:21][CH2:22][CH3:23])[c:18]2[C:19]1=[O:20])[Cl:28].